From a dataset of the Open Reaction Database (ORD), a public repository of structured organic reaction records. describe an organic reaction: reactants, conditions, products, and yield The reactants are C(#N)CC1(CN(C1)C1=CC(=C(C(=O)NC(C)C)C=C1)F)N1N=CC(=C1)C=1C2=C(N=CN1)N(C=C2)COCC[Si](C)(C)C (4-{3-(Cyanomethyl)-3-[4-(7-{[2-(trimethylsilyl)ethoxy]methyl}-7H-pyrrolo[2,3-d]pyrimidin-4-yl)-1H-pyrazol-1-yl]azetidin-1-yl}-2-fluoro-N-isopropylbenzamide), FC(C(=O)O)(F)F (trifluoroacetic acid). The solvent is C(Cl)Cl (methylene chloride). Conditions: time 1 hour. Product: C(#N)CC1(CN(C1)C1=CC(=C(C(=O)NC(C)C)C=C1)F)N1N=CC(=C1)C=1C2=C(N=CN1)NC=C2 (4-{3-(cyanomethyl)-3-[4-(7H-pyrrolo[2,3-d]pyrimidin-4-yl)-1H-pyrazol-1-yl]azetidin-1-yl}-2-fluoro-N-isopropylbenzamide). Reaction SMILES: [C:1]([CH2:3][C:4]1([N:21]2[CH:25]=[C:24]([C:26]3[C:27]4[CH:34]=[CH:33][N:32](COCC[Si](C)(C)C)[C:28]=4[N:29]=[CH:30][N:31]=3)[CH:23]=[N:22]2)[CH2:7][N:6]([C:8]2[CH:19]=[CH:18][C:11]([C:12]([NH:14][CH:15]([CH3:17])[CH3:16])=[O:13])=[C:10]([F:20])[CH:9]=2)[CH2:5]1)#[N:2].FC(F)(F)C(O)=O>C(Cl)Cl>[C:1]([CH2:3][C:4]1([N:21]2[CH:25]=[C:24]([C:26]3[C:27]4[CH:34]=[CH:33][NH:32][C:28]=4[N:29]=[CH:30][N:31]=3)[CH:23]=[N:22]2)[CH2:7][N:6]([C:8]2[CH:19]=[CH:18][C:11]([C:12]([NH:14][CH:15]([CH3:17])[CH3:16])=[O:13])=[C:10]([F:20])[CH:9]=2)[CH2:5]1)#[N:2]. Procedure details: 4-{3-(Cyanomethyl)-3-[4-(7-{[2-(trimethylsilyl)ethoxy]methyl}-7H-pyrrolo[2,3-d]pyrimidin-4-yl)-1H-pyrazol-1-yl]azetidin-1-yl}-2-fluoro-N-isopropylbenzamide (0.7 g, 1.19 mmol) was dissolved in methylene chloride (5.0 mL) and to this was added trifluoroacetic acid (5.0 mL) and the solution was stirred at room temperature for 1 hour. LC/MS data indicated that the main reaction component was the desired product (LCMS (M+H)+: m/z=489.2). The volatiles were removed in-vacuo and the residue was azeotro... Starting materials: OCCN1CCNCC1 (1-(2-hydroxyethyl)piperazine), OCCN1CCNCC1 (1-(2-hydroxyethyl)piperazine), BrC1=CC(=NC(=N1)C)NC=1SC(=CN1)C(=O)OC (methyl 2-(6-bromo-2-methylpyrimidin-4-ylamino)thiazole-5-formate), BrC1=CC(=NC(=N1)C)NC=1SC(=CN1)C(=O)OC (methyl 2-(6-bromo-2-methylpyrimidin-4-ylamino)thiazole-5-formate), CCN(C(C)C)C(C)C (DIPEA). The solvent is C(CCC)O (n-butanol). Yields the product OCCN1CCN(CC1)C1=CC(=NC(=N1)C)NC=1SC(=CN1)C(=O)OC (methyl 2-(6-(4-(2-hydroxyethyl)piperazin-1-yl)-2-methylpyrimidin-4-ylamino)thiazole-5-formate). Yield: 83.8%. As a reaction SMILES: [OH:1][CH2:2][CH2:3][N:4]1[CH2:9][CH2:8][NH:7][CH2:6][CH2:5]1.Br[C:11]1[N:16]=[C:15]([CH3:17])[N:14]=[C:13]([NH:18][C:19]2[S:20][C:21]([C:24]([O:26][CH3:27])=[O:25])=[CH:22][N:23]=2)[CH:12]=1.CCN(C(C)C)C(C)C>C(O)CCC>[OH:1][CH2:2][CH2:3][N:4]1[CH2:9][CH2:8][N:7]([C:11]2[N:16]=[C:15]([CH3:17])[N:14]=[C:13]([NH:18][C:19]3[S:20][C:21]([C:24]([O:26][CH3:27])=[O:25])=[CH:22][N:23]=3)[CH:12]=2)[CH2:6][CH2:5]1. Procedure details: 1-(2-hydroxyethyl)piperazine (Compound 3) (65 g, 0.5 mol), methyl 2-(6-bromo-2-methylpyrimidin-4-ylamino)thiazole-5-formate (Compound 11) (32.9 g, 0.1 mol), n-butanol (280 mL) and DIPEA (28.3 g, 0.2 mol) were mixed in reaction flask and reacted by refluxing for 8 h. Cooled down to room temperature and crystals precipitated overnight. After air pump filtration the cake was rinsed by n-butanol and dried to give target Compound 6 (31.7 g, yield: 83.8%).